From a dataset of the Open Reaction Database (ORD), a public repository of structured organic reaction records. describe an organic reaction: reactants, conditions, products, and yield The reactants are CC(=O)N1CCC2(CC1)CCN(C(=O)OC(C)(C)C)C2, CCOC(C)=O, Cl. Reaction SMILES: [C:1]([O:2][C:3](=[O:4])[N:8]1[CH2:9][C:10]2([CH2:11][CH2:12]1)[CH2:13][CH2:14][N:15]([C:18]([CH3:19])=[O:20])[CH2:16][CH2:17]2)([CH3:5])([CH3:6])[CH3:7].[CH3:22][CH2:23][O:24][C:25](=[O:26])[CH3:27].[ClH:21]>>[ClH:21].[NH:8]1[CH2:9][C:10]2([CH2:11][CH2:12]1)[CH2:13][CH2:14][N:15]([C:18]([CH3:19])=[O:20])[CH2:16][CH2:17]2. Yields the product Cl, CC(=O)N1CCC2(CCNC2)CC1. Starting materials: CNC(C1=CC=CC=C1)C1=CC=CC=C1 (N-methyl benzhydrylamine), ClS(=O)(=O)CC(=O)OC (methyl chlorosulfonylacetate). Yields the product C1(=CC=CC=C1)C(N(S(=O)(=O)CC(=O)OC)C)C1=CC=CC=C1 (Methyl (N-diphenylmethyl-N-methylsulfamoyl)acetate). Yield: 37.0%. RXN SMILES: [CH3:1][NH:2][CH:3]([C:10]1[CH:15]=[CH:14][CH:13]=[CH:12][CH:11]=1)[C:4]1[CH:9]=[CH:8][CH:7]=[CH:6][CH:5]=1.Cl[S:17]([CH2:20][C:21]([O:23][CH3:24])=[O:22])(=[O:19])=[O:18]>>[C:10]1([CH:3]([C:4]2[CH:9]=[CH:8][CH:7]=[CH:6][CH:5]=2)[N:2]([CH3:1])[S:17]([CH2:20][C:21]([O:23][CH3:24])=[O:22])(=[O:19])=[O:18])[CH:15]=[CH:14][CH:13]=[CH:12][CH:11]=1. Procedure details: The subtitle compound (3.05 g, 37%) was prepared as a clear brown oil from N-methyl benzhydrylamine (prepared according to the method of Z. Horii, T Sakai and Inoi, Pharm Bull., 1955, 3, 159) (10.7 g, 50.7 mmol) and methyl chlorosulfonylacetate (4.27 g, 24.7 mmol), using the method of Example 1(a). Reactants: ClC1=NNC(C2=CC=CC=C12)=O (4-chlorophthalazin-1-one), CN1CCNCC1 (1-methylpiperazine). Yields the product CN1CCN(CC1)C1=NNC(C2=CC=CC=C12)=O (4-(4-methylpiperazin-1-yl)phthalazin-1(2H)-one). RXN SMILES: Cl[C:2]1[C:11]2[C:6](=[CH:7][CH:8]=[CH:9][CH:10]=2)[C:5](=[O:12])[NH:4][N:3]=1.[CH3:13][N:14]1[CH2:19][CH2:18][NH:17][CH2:16][CH2:15]1>>[CH3:13][N:14]1[CH2:19][CH2:18][N:17]([C:2]2[C:11]3[C:6](=[CH:7][CH:8]=[CH:9][CH:10]=3)[C:5](=[O:12])[NH:4][N:3]=2)[CH2:16][CH2:15]1. Procedure: 4-chlorophthalazin-1-one and 1-methylpiperazine were treated using methods similar to that described in Examples 1A to give the title compound. MS (APCI+) M/Z 245 (M+H)+. The reactants are [H-].[Na+] (NaH), ONC(=O)C1=NC(=CC(=C1)OC)OC1=CC(=CC=C1)C(F)(F)F (N-hydroxy-4-methoxy-6-{3-(trifluoromethyl)phenoxy)-2-pyridine carboxamide), C(CC)I (n-propyl iodide). The solvent is C(C)(=O)OCC (ethyl acetate), C1CCOC1 (THF). Yields the product C(CC)ONC(=O)C1=NC(=CC(=C1)OC)OC1=CC(=CC=C1)C(F)(F)F (N-(n-propoxy)-4-methoxy-6-{3-(trifluoromethyl) phenoxy}-2-pyridine carboxamide). RXN SMILES: [OH:1][NH:2][C:3]([C:5]1[CH:10]=[C:9]([O:11][CH3:12])[CH:8]=[C:7]([O:13][C:14]2[CH:19]=[CH:18][CH:17]=[C:16]([C:20]([F:23])([F:22])[F:21])[CH:15]=2)[N:6]=1)=[O:4].[H-].[Na+].[CH2:26](I)[CH2:27][CH3:28]>C1COCC1.C(OCC)(=O)C>[CH2:26]([O:1][NH:2][C:3]([C:5]1[CH:10]=[C:9]([O:11][CH3:12])[CH:8]=[C:7]([O:13][C:14]2[CH:19]=[CH:18][CH:17]=[C:16]([C:20]([F:21])([F:22])[F:23])[CH:15]=2)[N:6]=1)=[O:4])[CH2:27][CH3:28] |f:1.2|. Procedure: 0.6 g (0.0018 mol) of N-hydroxy-4-methoxy-6-{3-(trifluoromethyl)phenoxy)-2-pyridine carboxamide was dissolved in THF, and the obtained solution was mixed with 0.08 g (ca. 60% in mineral oil; 0.0018×1.1 mol) of NaH and then with 0.62 g (0.0018×2.0 mol) of n-propyl iodide, followed by treating the solution under reflux for about 2 hours. The reaction solution was distributed in ethyl acetate-saturated sodium bicarbonate water and then washed with saturated brine. The organic phase of the solution ... The reactants are C(C1=CC=CC=C1)(=O)N1CC2C=3C(=CC=CC13)C(CC2)=O (1-benzoyl-1,2,2a,3,4,5-hexahydrobenz[cd]indol-5-one), [OH-].[K+] (potassium hydroxide), O.NN (hydrazine hydrate), C(CO)O (ethylene glycol). Solvent: O (water). Reaction conditions: temperature 120 celsius, time 3 hour. The product is N1CC2C=3C(=CC=CC13)CCC2 (1,2,2a,3,4,5-hexahydrobenz[cd]indole). The yield is 66.2%. Reaction SMILES: C([N:9]1[C:17]2[CH:16]=[CH:15][CH:14]=[C:13]3[C:18](=O)[CH2:19][CH2:20][CH:11]([C:12]=23)[CH2:10]1)(=O)C1C=CC=CC=1.[OH-].[K+].O.NN.C(O)CO>O>[NH:9]1[C:17]2[CH:16]=[CH:15][CH:14]=[C:13]3[CH2:18][CH2:19][CH2:20][CH:11]([C:12]=23)[CH2:10]1 |f:1.2,3.4|. Reported procedure: A mixture of 5.0 g of 1-benzoyl-1,2,2a,3,4,5-hexahydrobenz[cd]indol-5-one, 2.7 g of potassium hydroxide, 2 ml of hydrazine hydrate and 20 ml of ethylene glycol was heated at 120° C. for 2 hours and then at 190° C. for 3 hours. After mixture cooling, water was added, and the reaction product was extracted with dichloromethane. After the extract was dried over magnesium sulfate, the solvent was distilled off under reduced pressure. The residue was purified by silica gel column chromatography (deve... Solvent: C(C)(=O)OCC (Ethyl acetate). Conditions: time 3 hour. Reactants: O1CCCC1 (tetrahydrofuran), BrC1=CC=C(C(=O)Cl)C=C1 (4-bromobenzoyl chloride), Cl.ClC1=CC=C(C=C1)C(=O)C1CCNCC1 ((4-chlorophenyl)piperidin-4-ylmethanone hydrochloride), [OH-].[Na+] (sodium hydroxide). As a reaction SMILES: O1CCCC1.[Br:6][C:7]1[CH:15]=[CH:14][C:10]([C:11](Cl)=[O:12])=[CH:9][CH:8]=1.Cl.[Cl:17][C:18]1[CH:23]=[CH:22][C:21]([C:24]([CH:26]2[CH2:31][CH2:30][NH:29][CH2:28][CH2:27]2)=[O:25])=[CH:20][CH:19]=1.[OH-].[Na+]>C(OCC)(=O)C>[Br:6][C:7]1[CH:15]=[CH:14][C:10]([C:11]([N:29]2[CH2:30][CH2:31][CH:26]([C:24](=[O:25])[C:21]3[CH:20]=[CH:19][C:18]([Cl:17])=[CH:23][CH:22]=3)[CH2:27][CH2:28]2)=[O:12])=[CH:9][CH:8]=1 |f:2.3,4.5|. The product is BrC1=CC=C(C=C1)C(=O)N1CCC(CC1)C(C1=CC=C(C=C1)Cl)=O ((4-bromophenyl)[4-(4-chlorobenzoyl)piperidin-1-yl]methanone). Isolated yield 99.3%. Procedure: To tetrahydrofuran (120 mL) were added 4-bromobenzoyl chloride (25 g), (4-chlorophenyl)piperidin-4-ylmethanone hydrochloride (30 g) and 1N aqueous sodium hydroxide solution (250 mL), and the mixture was stirred at room temperature for 3 hr. Ethyl acetate was added for partitioning, the organic layer was washed with saturated brine, and the solvent was evaporated. The residue was recrystallized to give the title compound (46 g). Reactants: C(C)OC(CN1C([C@H](C[C@H]1C)CCC(C)=O)=O)=O ([5(R)-methyl-2-oxo-3(S)-(3-oxo-butyl)-pyrrolidin-1-yl]-acetic acid ethyl ester), NC1=NC=CC=C1C=O (2-amino-3-formylpyridine), N1[C@H](C(=O)O)CCC1 (proline). Solvent: C(C)O (ethanol). Product: C(C)OC(CN1C([C@H](C[C@H]1C)CCC1=NC2=NC=CC=C2C=C1)=O)=O ([5(R)-methyl-3(S)-(2-[1,8]naphthyridin-2-yl-ethyl)-2-oxo-pyrrolidin-1-yl]-acetic acid ethyl ester). As a reaction SMILES: [CH2:1]([O:3][C:4](=[O:18])[CH2:5][N:6]1[C@H:10]([CH3:11])[CH2:9][C@H:8]([CH2:12][CH2:13][C:14](=O)[CH3:15])[C:7]1=[O:17])[CH3:2].[NH2:19][C:20]1[C:25]([CH:26]=O)=[CH:24][CH:23]=[CH:22][N:21]=1.N1CCC[C@H]1C(O)=O>C(O)C>[CH2:1]([O:3][C:4](=[O:18])[CH2:5][N:6]1[C@H:10]([CH3:11])[CH2:9][C@H:8]([CH2:12][CH2:13][C:14]2[CH:15]=[CH:26][C:25]3[C:20](=[N:21][CH:22]=[CH:23][CH:24]=3)[N:19]=2)[C:7]1=[O:17])[CH3:2]. Reported procedure: A mixture of 11-9 (220 mg, 0.8619 mmol), 1-4, 2-amino-3-formylpyridine (137 mg, 1.12 mmol) and proline (99 mg, 0.8619 mmol) in absolute ethanol (5 mL) was heated at reflux for 12 h. Following evaporative removal of the solvent, the residue was chromatographed (silica gel, 70:25:5 chloroform/ethyl acetate/MeOH) to give 11-10 as a yellow oil. The reactants are C(C)(C)(C)OC(=O)N1CCC(CC1)C(=O)OCC (ethyl 1-tert-butoxycarbonylpiperidine-4-carboxylate), CCN(C(C)C)C(C)C (DIPEA), ICC(C)C (1-iodo-2-methylpropane). Solvent: C1CCOC1 (THF), C1CCOC1 (THF), CCCCCC (hexane). Reaction conditions: temperature -5 celsius, time 30 minute. Product: C(C)OC(=O)C1(CCN(CC1)C(=O)OC(C)(C)C)CC(C)C (4-Isobutyl-piperidine-1,4-dicarboxylic acid 1-tert-butyl ester 4-ethyl ester). Yield: 83.4%. Reaction SMILES: CCN(C(C)C)C(C)C.[C:10]([O:14][C:15]([N:17]1[CH2:22][CH2:21][CH:20]([C:23]([O:25][CH2:26][CH3:27])=[O:24])[CH2:19][CH2:18]1)=[O:16])([CH3:13])([CH3:12])[CH3:11].I[CH2:29][CH:30]([CH3:32])[CH3:31]>C1COCC1.CCCCCC>[CH2:26]([O:25][C:23]([C:20]1([CH2:29][CH:30]([CH3:32])[CH3:31])[CH2:21][CH2:22][N:17]([C:15]([O:14][C:10]([CH3:13])([CH3:12])[CH3:11])=[O:16])[CH2:18][CH2:19]1)=[O:24])[CH3:27]. Reported procedure: 4.7 g (47 mmol) DIPEA in THF at −5° C. was treated slowly with 29.1 mL (47 mmol) n-Buli (1.6N in hexane) and stirred for 30 min at −5° C. and subsequently cooled to −75° C. and stirred for 2 h. A solution of 10 g (39 mmol) ethyl 1-tert-butoxycarbonylpiperidine-4-carboxylate (commercially available) in THF was added and the mixture was stirred for 2 h at −75° C. 8.51 g (47 mmol) 1-iodo-2-methylpropane was added and the mixture was allowed to stir to room temperature over night. The mixture was qu... Reactants: CN(C(=N)N[N+](=O)[O-])C (N,N-dimethyl-N'-nitroguanidine), [H-].[Na+] (sodium hydride), ClC1=NC=C(C=C1)CCl (2-chloro-5-(chloromethyl)pyridine). The solvent is CN(C)C=O (DMF). Run at time 10 minute. The product is ClC1=CC=C(C=N1)CNC(=N[N+](=O)[O-])N(C)C (1-(6-chloro-3-pyridylmethyl)-3,3-dimethyl-2nitroguanidine). The yield is 31.9%. Reaction SMILES: [H-].[Na+].[CH3:3][N:4]([CH3:11])[C:5]([NH:7][N+:8]([O-:10])=[O:9])=[NH:6].[Cl:12][C:13]1[CH:18]=[CH:17][C:16]([CH2:19]Cl)=[CH:15][N:14]=1>CN(C=O)C>[Cl:12][C:13]1[N:14]=[CH:15][C:16]([CH2:19][NH:6][C:5]([N:4]([CH3:11])[CH3:3])=[N:7][N+:8]([O-:10])=[O:9])=[CH:17][CH:18]=1 |f:0.1|. Procedure: To a suspension of 0.44g of 60% sodium hydride (in mineral oil) in 10ml of DMF was added 1.32g of N,N-dimethyl-N'-nitroguanidine during 20 minutes at room temperature. After stirring for 10 minutes, 1.62g of 2-chloro-5-(chloromethyl)pyridine was added to the mixture in 5 minutes, and stirred for 2 hours at room temperature and for 4 hours in an oil bath of 60° C. After filtering insoluble materials off, the filtrate was concentrated. The resulting residue was purified by a column chromatography ... Starting materials: C1(CC1)COC1=C(C=CC(=N1)C(=O)O)N1CC(C1)(F)F (6-cyclopropylmethoxy-5-(3,3-difluoro-azetidin-1-yl)-pyridine-2-carboxylic acid), CC(N)(C1=NOC(=N1)C)C (α,α,5-trimethyl-1,2,4-oxadiazole-3-methanamine). Yields the product CC(C)(C1=NOC(=N1)C)NC(=O)C1=NC(=C(C=C1)N1CC(C1)(F)F)OCC1CC1 (6-Cyclopropylmethoxy-5-(3,3-difluoro-azetidin-1-yl)-pyridine-2-carboxylic acid [1-methyl-1-(5-methyl-[1,2,4]oxadiazol-3-yl)-ethyl]-amide). Reaction SMILES: [CH:1]1([CH2:4][O:5][C:6]2[N:11]=[C:10]([C:12]([OH:14])=O)[CH:9]=[CH:8][C:7]=2[N:15]2[CH2:18][C:17]([F:20])([F:19])[CH2:16]2)[CH2:3][CH2:2]1.[CH3:21][C:22]([CH3:30])([C:24]1[N:28]=[C:27]([CH3:29])[O:26][N:25]=1)[NH2:23]>>[CH3:21][C:22]([NH:23][C:12]([C:10]1[CH:9]=[CH:8][C:7]([N:15]2[CH2:18][C:17]([F:20])([F:19])[CH2:16]2)=[C:6]([O:5][CH2:4][CH:1]2[CH2:2][CH2:3]2)[N:11]=1)=[O:14])([C:24]1[N:28]=[C:27]([CH3:29])[O:26][N:25]=1)[CH3:30]. Procedure details: The title compound was synthesized in analogy to Example 1, using 6-cyclopropylmethoxy-5-(3,3-difluoro-azetidin-1-yl)-pyridine-2-carboxylic acid (Example 69 b) and α,α,5-trimethyl-1,2,4-oxadiazole-3-methanamine (CAN 1153831-97-0) as starting materials, MS (EI): m/e=408.1 [M+H]+.